Dataset: the Open Reaction Database (ORD), a public repository of structured organic reaction records. Task: describe an organic reaction: reactants, conditions, products, and yield Starting materials: ClC=1C=C(C=O)C=CC1 (m-chlorobenzaldehyde), C(CC(=O)C)(=O)OCCN1CCN(CC1)C(C1=CC=C(C=C1)C)C1=CC=C(C=C1)C (2-[4-(4,4'-dimethylbenzhydryl)-1-piperazinyl]ethyl acetoacetate), N\C(=C/C(=O)OCC)\C (ethyl 3-aminocrotonate). Solvent: C(C)(C)O (isopropyl alcohol). The product is ClC=1C=C(C=CC1)C1C(=C(NC(=C1C(=O)OCC)C)C)C(=O)OCCN1CCN(CC1)C(C1=CC=C(C=C1)C)C1=CC=C(C=C1)C (2-[4-(4,4'-dimethylbenzhydryl)-1-piperazinyl]ethyl ethyl 4-(3-chlorophenyl)-2,6-dimethyl-1,4-dihydropyridine-3,5-dicarboxylate). Yield: 48.4%. RXN SMILES: [Cl:1][C:2]1[CH:3]=[C:4]([CH:7]=[CH:8][CH:9]=1)[CH:5]=O.[C:10]([O:16][CH2:17][CH2:18][N:19]1[CH2:24][CH2:23][N:22]([CH:25]([C:33]2[CH:38]=[CH:37][C:36]([CH3:39])=[CH:35][CH:34]=2)[C:26]2[CH:31]=[CH:30][C:29]([CH3:32])=[CH:28][CH:27]=2)[CH2:21][CH2:20]1)(=[O:15])[CH2:11][C:12]([CH3:14])=O.[NH2:40]/[C:41](/[CH3:48])=[CH:42]\[C:43]([O:45][CH2:46][CH3:47])=[O:44]>C(O)(C)C>[Cl:1][C:2]1[CH:3]=[C:4]([CH:5]2[C:42]([C:43]([O:45][CH2:46][CH3:47])=[O:44])=[C:41]([CH3:48])[NH:40][C:12]([CH3:14])=[C:11]2[C:10]([O:16][CH2:17][CH2:18][N:19]2[CH2:24][CH2:23][N:22]([CH:25]([C:26]3[CH:27]=[CH:28][C:29]([CH3:32])=[CH:30][CH:31]=3)[C:33]3[CH:34]=[CH:35][C:36]([CH3:39])=[CH:37][CH:38]=3)[CH2:21][CH2:20]2)=[O:15])[CH:7]=[CH:8][CH:9]=1. Procedure: A mixture of m-chlorobenzaldehyde, 2-[4-(4,4'-dimethylbenzhydryl)-1-piperazinyl]ethyl acetoacetate and ethyl 3-aminocrotonate was worked up in isopropyl alcohol in the same manner as Example 1 to give 2-[4-(4,4'-dimethylbenzhydryl)-1-piperazinyl]ethyl ethyl 4-(3-chlorophenyl)-2,6-dimethyl-1,4-dihydropyridine-3,5-dicarboxylate as a colorless powder, m.p. 79°-81° C. (sintering). Yield 48.4%. IR(Nujol)cm-1 : 3330, 1680. NMR(CDCl3) δ: 1.16(3H,t,J=7,--CH2CH3), 2.22(6H,s, ##STR44## 2.28(6H,s, ##STR45#... Starting materials: CCOC(=O)C1(C(O)C(C)N(Cc2ccccc2)Cc2ccccc2)CC1, C1CCOC1, Cc1cccc(C)n1, CC(C)(C)[Si](C)(C)OS(=O)(=O)C(F)(F)F, O. Yields the product CCOC(=O)C1(C(O[Si](C)(C)C(C)(C)C)C(C)N(Cc2ccccc2)Cc2ccccc2)CC1. RXN SMILES: [CH2:1]([c:2]1[cH:3][cH:4][cH:5][cH:6][cH:7]1)[N:8]([CH:9]([CH:10]([OH:11])[C:12]1([C:15](=[O:16])[O:17][CH2:18][CH3:19])[CH2:13][CH2:14]1)[CH3:20])[CH2:21][c:22]1[cH:23][cH:24][cH:25][cH:26][cH:27]1.[CH2:52]1[O:53][CH2:54][CH2:55][CH2:56]1.[CH3:43][c:44]1[n:45][c:46]([CH3:47])[cH:48][cH:49][cH:50]1.[F:28][C:29]([F:30])([F:31])[S:32]([O:33][Si:34]([CH3:35])([CH3:36])[C:37]([CH3:38])([CH3:39])[CH3:40])(=[O:41])=[O:42].[OH2:51]>>[CH2:1]([c:2]1[cH:3][cH:4][cH:5][cH:6][cH:7]1)[N:8]([CH:9]([CH:10]([O:11][Si:34]([CH3:35])([CH3:36])[C:37]([CH3:38])([CH3:39])[CH3:40])[C:12]1([C:15](=[O:16])[O:17][CH2:18][CH3:19])[CH2:13][CH2:14]1)[CH3:20])[CH2:21][c:22]1[cH:23][cH:24][cH:25][cH:26][cH:27]1. Starting materials: C1(=CC=CC=C1)S(=O)(=O)N1C=C(C2=CC=CC=C12)C1=NC2=CC(=C(C=C2C(=C1)C(=O)O)OC)OC (2-(N-phenylsulfonylindol-3-yl)-4-carboxy-6,7-dimethoxyquinoline), CO3, CO (MeOH). Solvent: O (H2O). Yields the product N1C=C(C2=CC=CC=C12)C1=NC2=CC(=C(C=C2C(=C1)C(=O)O)OC)OC (2-(indol-3-yl)-4-carboxy-6,7-dimethoxyquinoline). As a reaction SMILES: C1(S([N:10]2[C:18]3[C:13](=[CH:14][CH:15]=[CH:16][CH:17]=3)[C:12]([C:19]3[CH:28]=[C:27]([C:29]([OH:31])=[O:30])[C:26]4[C:21](=[CH:22][C:23]([O:34][CH3:35])=[C:24]([O:32][CH3:33])[CH:25]=4)[N:20]=3)=[CH:11]2)(=O)=O)C=CC=CC=1.CO>O>[NH:10]1[C:18]2[C:13](=[CH:14][CH:15]=[CH:16][CH:17]=2)[C:12]([C:19]2[CH:28]=[C:27]([C:29]([OH:31])=[O:30])[C:26]3[C:21](=[CH:22][C:23]([O:34][CH3:35])=[C:24]([O:32][CH3:33])[CH:25]=3)[N:20]=2)=[CH:11]1. Procedure: A stirred solution of (0.547 g) of 2-(N-phenylsulfonylindol-3-yl)-4-carboxy-6,7-dimethoxyquinoline, K2 CO3 (0.380 g), MeOH (40 ml) and H2O (10 ml) are heated to reflux. The MeOH is evaporated in vacuo, and the aqueous residue diluted with more H2O, and acidified with 0.1N HCl to pH between 6-7 while contained in an ice-bath. An orange solid precipitates. This is collected, washed with ether then dried under vacuum (0.1 mm at 22° C.) for a few hours to obtain 2-(indol-3-yl)-4-carboxy-6,7-dimethox...